The task is: describe an organic reaction: reactants, conditions, products, and yield. This data is from the Open Reaction Database (ORD), a public repository of structured organic reaction records. The reactants are C(OC1=CC(=NN1C1=NC=CC=C1)C1=CC=C(C=C1)C1=CC=C(C=C1)OCC1=CC=CC=C1)(OC(C)(C)C)=O (3-(4′-(benzyloxy)biphenyl-4-yl)-1-(pyridin-2-yl)-1H-pyrazol-5-yl tert-butyl carbonate), C(OC1=CC(=NN1C1=NC=CC=C1)C1=CC=C(C=C1)C1=CC=CC=C1)(OC(C)(C)C)=O (3-(biphenyl-4-yl)-1-(pyridin-2-yl)-1H-pyrazol-5-yl tert-butyl carbonate). The product is C(C1=CC=CC=C1)OC1=CC=C(C=C1)C1=CC=C(C=C1)C1=NN(C(=C1)O)C1=NC=CC=C1 (3-(4′-(benzyloxy)biphenyl-4-yl)-1-(pyridin-2-yl)-1H-pyrazol-5-ol). The yield is 85.0%. RXN SMILES: C(=O)(OC(C)(C)C)[O:2][C:3]1[N:7]([C:8]2[CH:13]=[CH:12][CH:11]=[CH:10][N:9]=2)[N:6]=[C:5]([C:14]2[CH:19]=[CH:18][C:17]([C:20]3[CH:25]=[CH:24][C:23]([O:26][CH2:27][C:28]4[CH:33]=[CH:32][CH:31]=[CH:30][CH:29]=4)=[CH:22][CH:21]=3)=[CH:16][CH:15]=2)[CH:4]=1.C(=O)(OC(C)(C)C)OC1N(C2C=CC=CN=2)N=C(C2C=CC(C3C=CC=CC=3)=CC=2)C=1>>[CH2:27]([O:26][C:23]1[CH:22]=[CH:21][C:20]([C:17]2[CH:18]=[CH:19][C:14]([C:5]3[CH:4]=[C:3]([OH:2])[N:7]([C:8]4[CH:13]=[CH:12][CH:11]=[CH:10][N:9]=4)[N:6]=3)=[CH:15][CH:16]=2)=[CH:25][CH:24]=1)[C:28]1[CH:29]=[CH:30][CH:31]=[CH:32][CH:33]=1. Procedure details: The title compound was prepared in the same manner as in Example D-1, except that an equimolar amount of Compound 44 of Example C-18 was used in place of Compound 27 of Example C-1. The reactants are C(C1=CC=CC=C1)OC(C(CCN1CCCCC1)NC(C(CC(=O)N1CCOCC1)CC1CCCCC1)=O)=O (2-(2-cyclohexylmethyl-4-morpholin-4-yl-4-oxo-butyrylamino)-4-piperidin-1-yl-butyric acid benzyl ester), N.CO (NH3 MeOH). Conditions: time 3 day. Yields the product C(N)(=O)C(CCN1CCCCC1)NC(C(CC(=O)N1CCOCC1)CC1CCCCC1)=O (N-(1-Carbamoyl-3-piperidin-1-yl-propyl)-2-cyclohexylmethyl-4-morpholin-4-yl-4-oxo-butyramide). Yield: 50.0%. As a reaction SMILES: C([O:8][C:9](=O)[CH:10]([NH:19][C:20](=[O:38])[CH:21]([CH2:31][CH:32]1[CH2:37][CH2:36][CH2:35][CH2:34][CH2:33]1)[CH2:22][C:23]([N:25]1[CH2:30][CH2:29][O:28][CH2:27][CH2:26]1)=[O:24])[CH2:11][CH2:12][N:13]1[CH2:18][CH2:17][CH2:16][CH2:15][CH2:14]1)C1C=CC=CC=1.[NH3:40].CO>>[C:9]([CH:10]([NH:19][C:20](=[O:38])[CH:21]([CH2:31][CH:32]1[CH2:33][CH2:34][CH2:35][CH2:36][CH2:37]1)[CH2:22][C:23]([N:25]1[CH2:30][CH2:29][O:28][CH2:27][CH2:26]1)=[O:24])[CH2:11][CH2:12][N:13]1[CH2:14][CH2:15][CH2:16][CH2:17][CH2:18]1)(=[O:8])[NH2:40] |f:1.2|. Procedure: To 2-(2-cyclohexylmethyl-4-morpholin-4-yl-4-oxo-butyrylamino)-4-piperidin-1-yl-butyric acid benzyl ester (0.10 g, 0.18 mmol) was added NH3/MeOH (2.0 M, 10 mL) in a sealed tube and the mixture was stirred at room temperature for 3 days. The solvent was evaporated to give the title compound in 50% yield. Starting materials: C[N+]1([O-])CCOCC1, CCC[N+](CCC)(CCC)CCC, O=[Ru](=O)(=O)[O-], CC(C)(C)OC(=O)N1CCC2(CC1)CC(O)c1cc(-c3noc(=O)[nH]3)ccc1O2. The product is CC(C)(C)OC(=O)N1CCC2(CC1)CC(=O)c1cc(-c3noc(=O)[nH]3)ccc1O2. RXN SMILES: [CH3:30][N+:31]1([O-:32])[CH2:33][CH2:34][O:35][CH2:36][CH2:37]1.[CH3:38][CH2:39][CH2:40][N+:41]([CH2:42][CH2:43][CH3:44])([CH2:45][CH2:46][CH3:47])[CH2:48][CH2:49][CH3:50].[O:51]=[Ru:52](=[O:53])([O-:54])=[O:55].[OH:1][CH:2]1[CH2:3][C:4]2([O:5][c:6]3[cH:7][cH:8][c:9](-[c:12]4[n:13][o:14][c:15](=[O:17])[nH:16]4)[cH:10][c:11]31)[CH2:18][CH2:19][N:20]([C:23](=[O:24])[O:25][C:26]([CH3:27])([CH3:28])[CH3:29])[CH2:21][CH2:22]2>>[O:1]=[C:2]1[CH2:3][C:4]2([O:5][c:6]3[cH:7][cH:8][c:9](-[c:12]4[n:13][o:14][c:15](=[O:17])[nH:16]4)[cH:10][c:11]31)[CH2:18][CH2:19][N:20]([C:23](=[O:24])[O:25][C:26]([CH3:27])([CH3:28])[CH3:29])[CH2:21][CH2:22]2. The reactants are resultant mixture, O1C(CCCC1)O[C@H](C(=O)O)C ((2S)-2-(3,4,5,6-tetrahydro-2H-pyran-2-yloxy)propionic acid), N1CCOCC1 (morpholine), 1,1-carbonyldiimidazole. Run in O1CCCC1 (tetrahydrofuran). The product is O1C(CCCC1)O[C@H](C(=O)N1CCOCC1)C (N-[(2S)-2-(3,4,5,6-tetrahydro-2H-pyran-2-yloxy)propionyl]morpholine). The yield is 42.5%. As a reaction SMILES: [O:1]1[CH2:6][CH2:5][CH2:4][CH2:3][CH:2]1[O:7][C@@H:8]([CH3:12])[C:9]([OH:11])=O.[NH:13]1[CH2:18][CH2:17][O:16][CH2:15][CH2:14]1>O1CCCC1>[O:1]1[CH2:6][CH2:5][CH2:4][CH2:3][CH:2]1[O:7][C@@H:8]([CH3:12])[C:9]([N:13]1[CH2:18][CH2:17][O:16][CH2:15][CH2:14]1)=[O:11]. Procedure: To (2S)-2-(3,4,5,6-tetrahydro-2H-pyran-2-yloxy)propionic acid (29.5 g) was added anhydrous tetrahydrofuran (250 ml). To the mixture was added, with stirring at room temperature, 1,1-carbonyldiimidazole (33.1 g), taking 10 minutes. The mixture was stirred for 30 minutes at room temperature and cooled with ice, to which was added dropwise morpholine (34.8 g) during 15 minutes. The resultant mixture was stirred for 15 minutes on an ice bath, then the reaction mixture was concentrated under reduced ... The reactants are COC(=O)CCCN1CCC(Oc2ccc(Cc3ccccc3)cc2)C1, CO, N. Product: NC(=O)CCCN1CCC(Oc2ccc(Cc3ccccc3)cc2)C1. As a reaction SMILES: [CH3:1][O:2][C:3]([CH2:4][CH2:5][CH2:6][N:7]1[CH2:8][CH:9]([O:12][c:13]2[cH:14][cH:15][c:16]([CH2:19][c:20]3[cH:21][cH:22][cH:23][cH:24][cH:25]3)[cH:17][cH:18]2)[CH2:10][CH2:11]1)=[O:26].[CH3:28][OH:29].[NH3:27]>>[O:2]=[C:3]([CH2:4][CH2:5][CH2:6][N:7]1[CH2:8][CH:9]([O:12][c:13]2[cH:14][cH:15][c:16]([CH2:19][c:20]3[cH:21][cH:22][cH:23][cH:24][cH:25]3)[cH:17][cH:18]2)[CH2:10][CH2:11]1)[NH2:27]. Reactants: O (water), C(C)(C)(C)C1=NC(=CC(=N1)N1CCN(CC1)CCCCl)C1CCC1 (2-tert-Butyl-4-[4-(3-chloro-propyl)-piperazin-1-yl]-6-cyclobutyl-pyrimidine), CN1C(=NN=C1C(F)(F)F)S (4-methyl-5-trifluoromethyl-4H-[1,2,4]triazole-3-thiol), [I-].[K+] (potassium iodide). Run in C(C)(=O)OCC (ethyl acetate), CN(C=O)C (dimethylformamide). The product is C(C)(C)(C)C1=NC(=CC(=N1)N1CCN(CC1)CCCSC1=NN=C(N1C)C(F)(F)F)C1CCC1 (2-tert-Butyl-4-{4-[3-(4-methyl-5-trifluoromethyl-4H-[1,2,4]triazol-3-ylsulfanyl)-propyl]-piperazin-1-yl}-6-cyclobutyl-pyrimidine). Reaction SMILES: [C:1]([C:5]1[N:10]=[C:9]([N:11]2[CH2:16][CH2:15][N:14]([CH2:17][CH2:18][CH2:19]Cl)[CH2:13][CH2:12]2)[CH:8]=[C:7]([CH:21]2[CH2:24][CH2:23][CH2:22]2)[N:6]=1)([CH3:4])([CH3:3])[CH3:2].[CH3:25][N:26]1[C:30]([C:31]([F:34])([F:33])[F:32])=[N:29][N:28]=[C:27]1[SH:35].[I-].[K+].O>CN(C)C=O.C(OCC)(=O)C>[C:1]([C:5]1[N:10]=[C:9]([N:11]2[CH2:16][CH2:15][N:14]([CH2:17][CH2:18][CH2:19][S:35][C:27]3[N:26]([CH3:25])[C:30]([C:31]([F:33])([F:32])[F:34])=[N:29][N:28]=3)[CH2:13][CH2:12]2)[CH:8]=[C:7]([CH:21]2[CH2:24][CH2:23][CH2:22]2)[N:6]=1)([CH3:4])([CH3:3])[CH3:2] |f:2.3|. Procedure details: 0.4 g of 2-tert-Butyl-4-[4-(3-chloro-propyl)-piperazin-1-yl]-6-cyclobutyl-pyrimidine (1.14 mmol), 0.22 g of 4-methyl-5-trifluoromethyl-4H-[1,2,4]triazole-3-thiol (1.2 mmol), 0.07 g of lithium-hydroxide (2.92 mmol) and a spatula tip of potassium iodide were stirred in 10 ml of dimethylformamide for 14 h at room temperature and for an additional 2 h at 80° C. After addition of water and ethyl acetate, the organic layer was separated, dried over magnesium sulfate, filtered and the solvent was evapo...